This data is from the Open Reaction Database (ORD), a public repository of structured organic reaction records. The task is: describe an organic reaction: reactants, conditions, products, and yield The reactants are CS(=O)C1=NN=C(S1)N1C(N(CCC1O)CC#C)=O (Tetrahydro-1-(5-methylsulfinyl-1,3,4-thiadiazol-2-yl)-3-propargyl-6-hydroxy-2(1H)-pyrimidinone), CC1=C(C=CC(=C1)Br)N=C=O (2-methyl-4-bromophenyl isocyanate). The reagents and catalysts are C(C)N(CC)CC (triethylamine). Conditions: time 1 hour. The product is CS(=O)C1=NN=C(S1)N1C(N(CCC1OC(NC1=C(C=C(C=C1)Br)C)=O)CC#C)=O (tetrahydro-1-(5-methylsulfinyl-1,3,4-thiadiazol-2-yl)-3-propargyl-6-[N-(2-methyl-4-bromophenyl)carbamoyloxy]-2(1H)-pyrimidinone). As a reaction SMILES: [CH3:1][S:2]([C:4]1[S:8][C:7]([N:9]2[CH:14]([OH:15])[CH2:13][CH2:12][N:11]([CH2:16][C:17]#[CH:18])[C:10]2=[O:19])=[N:6][N:5]=1)=[O:3].[CH3:20][C:21]1[CH:26]=[C:25]([Br:27])[CH:24]=[CH:23][C:22]=1[N:28]=[C:29]=[O:30]>C(N(CC)CC)C>[CH3:1][S:2]([C:4]1[S:8][C:7]([N:9]2[CH:14]([O:15][C:29](=[O:30])[NH:28][C:22]3[CH:23]=[CH:24][C:25]([Br:27])=[CH:26][C:21]=3[CH3:20])[CH2:13][CH2:12][N:11]([CH2:16][C:17]#[CH:18])[C:10]2=[O:19])=[N:6][N:5]=1)=[O:3]. Procedure details: Tetrahydro-1-(5-methylsulfinyl-1,3,4-thiadiazol-2-yl)-3-propargyl-6-hydroxy-2(1H)-pyrimidinone (0.05 mole) and 2-methyl-4-bromophenyl isocyanate (3.5 ml; 0.06 mole) are charged into a glass reaction vessel equipped with a mechanical stirrer. The mixture is stirred and triethylamine (1 drop) is added thereto. After the addition is completed the reaction mixture is allowed to stand for a period of about 1 hour. The mixture is then washed with hexane and is dried to yield the desired product tetrah... Starting materials: CO, CC(=O)Cc1ccc(Cl)c(S(C)(=O)=O)c1. Yields the product CC(=O)Cc1cccc(S(C)(=O)=O)c1. RXN SMILES: [CH3:16][OH:17].[Cl:1][c:2]1[c:3]([S:12](=[O:13])(=[O:14])[CH3:15])[cH:4][c:5]([CH2:8][C:9]([CH3:10])=[O:11])[cH:6][cH:7]1>>[cH:2]1[c:3]([S:12](=[O:13])(=[O:14])[CH3:15])[cH:4][c:5]([CH2:8][C:9]([CH3:10])=[O:11])[cH:6][cH:7]1. Reactants: solution, [H-].C(C(C)C)[Al+]CC(C)C (diisobutylaluminum hydride), C(C1=CC=CC=C1)N1C2=CC=CC=C2C=2C=CC(=C(C12)C)C(=O)OCC (ethyl 9-benzyl-1-methylcarbazole-2-carboxylate), O (water), aqueous solution, [OH-].[Na+] (sodium hydroxide), O (water). Run in CCCCCC (hexane), C(Cl)Cl (methylene chloride). Conditions: time 1 hour. The product is C(C1=CC=CC=C1)N1C2=CC=CC=C2C=2C=CC(=C(C12)C)C=O (9-Benzyl-1-methylcarbazole-2-carbaldehyde). The yield is 50.6%. RXN SMILES: [H-].C([Al+]CC(C)C)C(C)C.[CH2:11]([N:18]1[C:30]2[C:29]([CH3:31])=[C:28]([C:32](OCC)=[O:33])[CH:27]=[CH:26][C:25]=2[C:24]2[C:19]1=[CH:20][CH:21]=[CH:22][CH:23]=2)[C:12]1[CH:17]=[CH:16][CH:15]=[CH:14][CH:13]=1.O.[OH-].[Na+]>CCCCCC.C(Cl)Cl>[CH2:11]([N:18]1[C:30]2[C:29]([CH3:31])=[C:28]([CH:32]=[O:33])[CH:27]=[CH:26][C:25]=2[C:24]2[C:19]1=[CH:20][CH:21]=[CH:22][CH:23]=2)[C:12]1[CH:13]=[CH:14][CH:15]=[CH:16][CH:17]=1 |f:0.1,4.5|. Reported procedure: 1.6 ml of a 1.5M solution of diisobutylaluminum hydride in hexane was added at -78° C. to a solution of 213 mg of ethyl 9-benzyl-1-methylcarbazole-2-carboxylate, as obtained in Example 28, in 5 ml of methylene chloride. The reaction mixture was stirred for 1 hour at this temperature, warmed to room temperature, and then stirred for a further 1 hour at room temperature. After this time, 0.1 ml of water, 0.1 ml of a 1N aqueous solution of sodium hydroxide and 0.3 ml of water were added successivel... Reactants: ClC1=C(OCC(=O)NC=2C=C(C(=O)O)C=CC2)C=CC(=C1)Cl (3-[2-(2,4-dichloro-phenoxy)-acetylamino]-benzoic acid), C(C1=CC=CC=C1)N (benzylamine), C(CCl)Cl (EDC), C=1C=CC2=C(C1)N=NN2O (HOBt), CCN(C(C)C)C(C)C (DIPEA). Solvent: CN(C)CC1=CC(=C(C(=C1)CN(C)C)O)CN(C)C (DMF 3). Product: C(C1=CC=CC=C1)NC(C1=CC(=CC=C1)NC(COC1=C(C=C(C=C1)Cl)Cl)=O)=O (N-benzyl-3-[2-(2,4-dichloro-phenoxy)-acetylamino]-benzamide). The yield is 14.0%. RXN SMILES: [Cl:1][C:2]1[CH:21]=[C:20]([Cl:22])[CH:19]=[CH:18][C:3]=1[O:4][CH2:5][C:6]([NH:8][C:9]1[CH:10]=[C:11]([CH:15]=[CH:16][CH:17]=1)[C:12]([OH:14])=O)=[O:7].[CH2:23]([NH2:30])[C:24]1[CH:29]=[CH:28][CH:27]=[CH:26][CH:25]=1.C(Cl)CCl.C1C=CC2N(O)N=NC=2C=1.CCN(C(C)C)C(C)C>CN(CC1C=C(CN(C)C)C(O)=C(CN(C)C)C=1)C>[CH2:23]([NH:30][C:12](=[O:14])[C:11]1[CH:15]=[CH:16][CH:17]=[C:9]([NH:8][C:6](=[O:7])[CH2:5][O:4][C:3]2[CH:18]=[CH:19][C:20]([Cl:22])=[CH:21][C:2]=2[Cl:1])[CH:10]=1)[C:24]1[CH:29]=[CH:28][CH:27]=[CH:26][CH:25]=1. Reported procedure: To solution of 3-[2-(2,4-dichloro-phenoxy)-acetylamino]-benzoic acid (68 mg, 0.2 mmol), benzylamine (0.032 ml, 0.3 mmol) in DMF 3.0 mL was added EDC (57.5 mg, 0.3 mmol), HOBt (40.6 mg, 0.3 mmol) and DIPEA (0.052 ml, 0.3 mmol). Reaction mixture was stirred at room temperature, and separated by EtoAC and brine. The organic phase was dried (MgSO4 anh) and concentrated. The residue was purified by silica gel column chromatography (n-Hexane:EtoAC:MeOH=15:3:1) to give N-benzyl-3-[2-(2,4-dichloro-pheno... Reactants: CCOC(=O)c1cnn(C)c1C(=O)Nc1ccn2nc(N3CCCC3)nc2c1, CO, [Li+], [OH-], O, O. The product is Cn1ncc(C(=O)O)c1C(=O)Nc1ccn2nc(N3CCCC3)nc2c1. Reaction SMILES: [CH3:1][n:2]1[n:3][cH:4][c:5]([C:24](=[O:25])[O:26][CH2:27][CH3:28])[c:6]1[C:7]([NH:8][c:9]1[cH:10][c:11]2[n:12]([cH:13][cH:14]1)[n:15][c:16]([N:18]1[CH2:19][CH2:20][CH2:21][CH2:22]1)[n:17]2)=[O:23].[CH3:32][OH:33].[Li+:31].[OH-:30].[OH2:29].[OH2:34]>>[CH3:1][n:2]1[n:3][cH:4][c:5]([C:24](=[O:25])[OH:26])[c:6]1[C:7]([NH:8][c:9]1[cH:10][c:11]2[n:12]([cH:13][cH:14]1)[n:15][c:16]([N:18]1[CH2:19][CH2:20][CH2:21][CH2:22]1)[n:17]2)=[O:23]. Reactants: Cc1nc(-c2ccc(Br)cc2)c(-c2ccc(S(C)(=O)=O)cc2)o1, COCCOC, [Na+], O=C([O-])O, OB(O)c1cccs1. Yields the product Cc1nc(-c2ccc(-c3cccs3)cc2)c(-c2ccc(S(C)(=O)=O)cc2)o1. Reaction SMILES: [CH3:1][c:2]1[o:3][c:4](-[c:14]2[cH:15][cH:16][c:17]([S:20](=[O:21])(=[O:22])[CH3:23])[cH:18][cH:19]2)[c:5](-[c:7]2[cH:8][cH:9][c:10]([Br:13])[cH:11][cH:12]2)[n:6]1.[CH3:37][O:38][CH2:39][CH2:40][O:41][CH3:42].[Na+:36].[O-:32][C:33]([OH:34])=[O:35].[s:24]1[c:25]([B:29]([OH:30])[OH:31])[cH:26][cH:27][cH:28]1>>[CH3:1][c:2]1[o:3][c:4](-[c:14]2[cH:15][cH:16][c:17]([S:20](=[O:21])(=[O:22])[CH3:23])[cH:18][cH:19]2)[c:5](-[c:7]2[cH:8][cH:9][c:10](-[c:25]3[s:24][cH:28][cH:27][cH:26]3)[cH:11][cH:12]2)[n:6]1. Reactants: CS(=O)(=O)C1=CC=C(C=C1)[C@H]([C@@H](CF)N)O ((1R,2S)-1-[4-(methylsulfonyl)phenyl]-2-amino-3-fluoro-1-propanol), ClC(C(=O)OC)Cl (methyl dichloroacetate). The solvent is CO (methanol), CO (methanol). Product: ClC(C(=O)N[C@@H]([C@H](O)C1=CC=C(C=C1)S(=O)(=O)C)CF)Cl ((1R,2S)-2-Dichloroacetamido-3-Fluoro-1-[4-(Methylsulfonyl)Phenyl]-1-Propanol). Yield: 69.8%. As a reaction SMILES: [CH3:1][S:2]([C:5]1[CH:10]=[CH:9][C:8]([C@@H:11]([OH:16])[C@H:12]([NH2:15])[CH2:13][F:14])=[CH:7][CH:6]=1)(=[O:4])=[O:3].[Cl:17][CH:18]([Cl:23])[C:19](OC)=[O:20]>CO>[Cl:17][CH:18]([Cl:23])[C:19]([NH:15][C@H:12]([CH2:13][F:14])[C@@H:11]([C:8]1[CH:7]=[CH:6][C:5]([S:2]([CH3:1])(=[O:4])=[O:3])=[CH:10][CH:9]=1)[OH:16])=[O:20]. Procedure details: To a solution of (1R,2S)-1-[4-(methylsulfonyl)phenyl]-2-amino-3-fluoro-1-propanol (5 g, 0.02 moles) in methanol (50 ml) was added methyl dichloroacetate (14.5 g; 0.10 g) and heated to reflux at 60° C. to 65° C. for 18 hours. After completion of reaction, methanol was distilled off from reaction mass, toluene (25 ml) and water (5 ml) were added. The product thus precipitated was filtered, washed with methylene chloride (20 ml) and crystallized from 2-propanol/water (5:1) to give 5 g of Florfenico... Starting materials: C(C)(=O)OC=CC1=C(N2C(C(C2SC1)NC(=O)OC(C)(C)C)=O)C(=O)OC(C1=CC=CC=C1)C1=CC=CC=C1 (3-(2-acetoxy-vinyl)-2-benzhydryloxycarbonyl-7-tert.-butoxycarbonylamino-8-oxo-5-thia-1-aza-bicyclo[4.2.0]oct-2-ene), O.C1(=CC=C(C=C1)S(=O)(=O)O)C (p-toluenesulphonic acid monohydrate), C([O-])(O)=O.[Na+] (sodium bicarbonate). Run in C(C)#N (acetonitrile). Conditions: temperature 20 celsius, time 16 hour. Product: C(C)(=O)OC=CC1=C(N2C(C(C2SC1)N)=O)C(=O)OC(C1=CC=CC=C1)C1=CC=CC=C1 (3-(2-Acetoxy-vinyl)-7-amino-2-benzhydryloxycarbonyl-8-oxo-5-thia-1-aza-bicyclo[4.2.0]oct-2-ene). Yield: 93.3%. RXN SMILES: [C:1]([O:4][CH:5]=[CH:6][C:7]1[CH2:14][S:13][CH:12]2[N:9]([C:10](=[O:23])[CH:11]2[NH:15]C(OC(C)(C)C)=O)[C:8]=1[C:24]([O:26][CH:27]([C:34]1[CH:39]=[CH:38][CH:37]=[CH:36][CH:35]=1)[C:28]1[CH:33]=[CH:32][CH:31]=[CH:30][CH:29]=1)=[O:25])(=[O:3])[CH3:2].O.C1(C)C=CC(S(O)(=O)=O)=CC=1.C(=O)(O)[O-].[Na+]>C(#N)C>[C:1]([O:4][CH:5]=[CH:6][C:7]1[CH2:14][S:13][CH:12]2[N:9]([C:10](=[O:23])[CH:11]2[NH2:15])[C:8]=1[C:24]([O:26][CH:27]([C:34]1[CH:35]=[CH:36][CH:37]=[CH:38][CH:39]=1)[C:28]1[CH:29]=[CH:30][CH:31]=[CH:32][CH:33]=1)=[O:25])(=[O:3])[CH3:2] |f:1.2,3.4|. Reported procedure: A mixture of 3-(2-acetoxy-vinyl)-2-benzhydryloxycarbonyl-7-tert.-butoxycarbonylamino-8-oxo-5-thia-1-aza-bicyclo[4.2.0]oct-2-ene (E-form) (1.65 g) (obtained as described above in Example 5), p-toluenesulphonic acid monohydrate (1.14 g) and acetonitrile (50 cc) is stirred for 16 hours at 20° C. It is then taken up in a 5% strength sodium bicarbonate solution (50 cc) and extracted with ethyl acetate (50 cc), and the organic phase is washed with a saturated sodium chloride solution (2×20 cc), dried ...